From a dataset of the Open Reaction Database (ORD), a public repository of structured organic reaction records. describe an organic reaction: reactants, conditions, products, and yield The reactants are CN(C)CCCOc1ccc(-c2cnc(Nc3ccccc3)s2)cc1, CO, CC(C)N(CCCl)C(C)C, ClCCl, Cl, Oc1ccc(Nc2ncc(-c3ccsc3)s2)c(C(F)(F)F)c1. The product is CC(C)N(CCOc1ccc(Nc2ncc(-c3ccsc3)s2)c(C(F)(F)F)c1)C(C)C. Reaction SMILES: [CH3:1][N:2]([CH3:3])[CH2:4][CH2:5][CH2:6][O:7][c:8]1[cH:9][cH:10][c:11](-[c:12]2[s:13][c:14]([NH:15][c:16]3[cH:17][cH:18][cH:19][cH:20][cH:21]3)[n:22][cH:23]2)[cH:24][cH:25]1.[CH3:62][OH:63].[Cl:49][CH2:50][CH2:51][N:52]([CH:53]([CH3:54])[CH3:55])[CH:56]([CH3:57])[CH3:58].[Cl:59][CH2:60][Cl:61].[ClH:48].[s:26]1[cH:27][c:28](-[c:31]2[cH:32][n:33][c:34]([NH:36][c:37]3[c:38]([C:44]([F:45])([F:46])[F:47])[cH:39][c:40]([OH:43])[cH:41][cH:42]3)[s:35]2)[cH:29][cH:30]1>>[s:26]1[cH:27][c:28](-[c:31]2[cH:32][n:33][c:34]([NH:36][c:37]3[c:38]([C:44]([F:45])([F:46])[F:47])[cH:39][c:40]([O:43][CH2:50][CH2:51][N:52]([CH:53]([CH3:54])[CH3:55])[CH:56]([CH3:57])[CH3:58])[cH:41][cH:42]3)[s:35]2)[cH:29][cH:30]1. Reactants: NC1=C(C=CC=C1)B(O)O (o-aminophenylboronic acid), C(CO)O (ethylene glycol), S(=O)(=O)([O-])[O-].[Na+].[Na+] (sodium sulfate). The solvent is ClCCl (dichloromethane). Run at time 20 minute. Product: NC1=C(C=CC=C1)B1OCCO1 (ethylene o-aminophenylboronate). As a reaction SMILES: [NH2:1][C:2]1[CH:7]=[CH:6][CH:5]=[CH:4][C:3]=1[B:8]([OH:10])[OH:9].[CH2:11](O)[CH2:12]O.S([O-])([O-])(=O)=O.[Na+].[Na+]>ClCCl>[NH2:1][C:2]1[CH:7]=[CH:6][CH:5]=[CH:4][C:3]=1[B:8]1[O:10][CH2:12][CH2:11][O:9]1 |f:2.3.4|. Procedure details: To a solution of o-aminophenylboronic acid (13.7 g, 100 mmoles) in dichloromethane (200 ml) is added ethylene glycol (6.30 g, 102 mmoles). The solution is shaken for 20 minutes, and then stirred over solid sodium sulfate. Removal of the volatiles affords ethylene o-aminophenylboronate. To a flame dried three neck round bottom flask equipped with septum, stopper and gas inlet, is added ethylene o-aminophenylboronate (0.36 g, 2.20 mmoles) in dry dimethylformamide (10 ml). To this solution is added... Starting materials: C(C)OC(C1=C(N=C(C=C1Br)C1=C(C=CC=C1CC)CC)C)=O (4-bromo-6-(2,6-diethyl-phenyl)-2-methyl-nicotinic ethyl ester), C(C)(C)(C)[Si](C)(C)OC(C#C)(C)C (tert-butyl-(1,1-dimethyl-prop-2-ynyloxy)-dimethyl-silane). The reagents and catalysts are C=1C=CC(=CC1)[P](C=2C=CC=CC2)(C=3C=CC=CC3)[Pd]([P](C=4C=CC=CC4)(C=5C=CC=CC5)C=6C=CC=CC6)([P](C=7C=CC=CC7)(C=8C=CC=CC8)C=9C=CC=CC9)[P](C=1C=CC=CC1)(C=1C=CC=CC1)C=1C=CC=CC1 (Pd(PPh3)4), [Cu](I)I (copper iodide). The solvent is C(C)(C)NC(C)C (diisopropylamine). Run at temperature 105 celsius. The product is C(C)OC(C1=C(N=C(C=C1C#CC(C)(C)O[Si](C)(C)C(C)(C)C)C1=C(C=CC=C1CC)CC)C)=O (4-[3-(tert-butyl-dimethyl-silanyloxy)-3-methyl-but-1-ynyl]-6-(2,6-diethyl-phenyl)-2-methyl-nicotinic acid ethyl ester). As a reaction SMILES: [CH2:1]([O:3][C:4](=[O:23])[C:5]1[C:10](Br)=[CH:9][C:8]([C:12]2[C:17]([CH2:18][CH3:19])=[CH:16][CH:15]=[CH:14][C:13]=2[CH2:20][CH3:21])=[N:7][C:6]=1[CH3:22])[CH3:2].[C:24]([Si:28]([O:31][C:32]([CH3:36])([CH3:35])[C:33]#[CH:34])([CH3:30])[CH3:29])([CH3:27])([CH3:26])[CH3:25]>C(NC(C)C)(C)C.C1C=CC([P]([Pd]([P](C2C=CC=CC=2)(C2C=CC=CC=2)C2C=CC=CC=2)([P](C2C=CC=CC=2)(C2C=CC=CC=2)C2C=CC=CC=2)[P](C2C=CC=CC=2)(C2C=CC=CC=2)C2C=CC=CC=2)(C2C=CC=CC=2)C2C=CC=CC=2)=CC=1.[Cu](I)I>[CH2:1]([O:3][C:4](=[O:23])[C:5]1[C:10]([C:34]#[C:33][C:32]([O:31][Si:28]([C:24]([CH3:27])([CH3:26])[CH3:25])([CH3:30])[CH3:29])([CH3:36])[CH3:35])=[CH:9][C:8]([C:12]2[C:17]([CH2:18][CH3:19])=[CH:16][CH:15]=[CH:14][C:13]=2[CH2:20][CH3:21])=[N:7][C:6]=1[CH3:22])[CH3:2] |^1:47,49,68,87|. Procedure: A mixture of 4-bromo-6-(2,6-diethyl-phenyl)-2-methyl-nicotinic ethyl ester (274 mg, 0.73 mmol), tert-butyl-(1,1-dimethyl-prop-2-ynyloxy)-dimethyl-silane (724 mg, 0.37 mmol), Pd(PPh3)4 (84 mg, 0.082 mmol), and copper iodide (7 mg, 0.037 mmol) in diisopropylamine (8 mL) is heated at 105° C. in a scaled tube. The filtrate is concentrated in vacuo. The residue is purified by flash chromatography to give 4-[3-(tert-butyl-dimethyl-silanyloxy)-3-methyl-but-1-ynyl]-6-(2,6-diethyl-phenyl)-2-methyl-nicoti... Starting materials: ClC1=C(C=CC=C1)N1C=2N(C3=NC(=NC=C3C1=O)S(=O)C)C=CN2 (4-(2-Chloro-phenyl)-8-methanesulfinyl-4H-3,4,7,9,9b-pentaaza-cyclopenta[a]naphthalen-5-one), NC1=CC=C(C=C1)C (p-toluidine), C(=O)(O)[O-].[Na+] (NaHCO3). The solvent is [Cl-].[Na+].O (brine). Product: ClC1=C(C=CC=C1)N1C=2N(C3=C(C1=O)C=NC(=N3)NC3=CC=C(C=C3)C)C=CN2 (6-(2-chlorophenyl)-2-[(4-methylphenyl)amino]imidazo[1,2-a]pyrimido[5,4-e]pyrimidin-5(6H)-one). Reaction SMILES: [Cl:1][C:2]1[CH:7]=[CH:6][CH:5]=[CH:4][C:3]=1[N:8]1[C:17](=[O:18])[C:16]2[C:11](=[N:12][C:13](S(C)=O)=[N:14][CH:15]=2)[N:10]2[CH:22]=[CH:23][N:24]=[C:9]12.[NH2:25][C:26]1[CH:31]=[CH:30][C:29]([CH3:32])=[CH:28][CH:27]=1.C([O-])(O)=O.[Na+]>[Cl-].[Na+].O>[Cl:1][C:2]1[CH:7]=[CH:6][CH:5]=[CH:4][C:3]=1[N:8]1[C:17](=[O:18])[C:16]2[CH:15]=[N:14][C:13]([NH:25][C:26]3[CH:31]=[CH:30][C:29]([CH3:32])=[CH:28][CH:27]=3)=[N:12][C:11]=2[N:10]2[CH:22]=[CH:23][N:24]=[C:9]12 |f:2.3,4.5.6|. Reported procedure: A mixture of Example 1E (132.0 mg, 0.367 mmol) and p-toluidine (86 mg, 0.807 mmol) was heated in a capped vial at 90° C. for 1 hour. After cooling, the residue was treated with saturated aqueous NaHCO3 and brine and extracted with ethyl acetate (twice). The combined organic layers were dried over MgSO4, filtered, concentrated, and purified on a 12 g column using the ISCO Companion flash system eluting with CH2Cl2/ethyl acetate (8:2 to 7:3) to provide the title compound. 1H NMR (400 MHz, CDCl3) δ... As a reaction SMILES: [Cl:1][C:2]1[CH:7]=[CH:6][CH:5]=[CH:4][C:3]=1[C:8]1[C:14]2[CH:15]=[CH:16][CH:17]=[CH:18][C:13]=2[C:12](=[O:19])[CH2:11][CH2:10][N:9]=1.CO[CH:22](OC)[N:23]([CH3:25])[CH3:24]>>[Cl:1][C:2]1[CH:7]=[CH:6][CH:5]=[CH:4][C:3]=1[C:8]1[C:14]2[CH:15]=[CH:16][CH:17]=[CH:18][C:13]=2[C:12](=[O:19])[C:11](=[CH:22][N:23]([CH3:25])[CH3:24])[CH2:10][N:9]=1. Procedure: A mixture of 3.4 g (12.5 mmole) of 1-(2-chlorophenyl)-3,4-dihydro-5H-2-benzazepin-5-one and 28 ml of dimethylformamide dimethyl acetal was refluxed for 2 hr. The mixture was concentrated at reduced pressure and the resulting solid was triturated with ether to give a tan solid, mp 155°-157° C. Recrystallization from a mixture of methylene chloride and ether gave yellow prisms, mp 158°-159° C. The product is ClC1=C(C=CC=C1)C1=NCC(C(C2=C1C=CC=C2)=O)=CN(C)C (1-(2-chlorophenyl)-3,4-dihydro-4-[(dimethylamino)methylene]-5H-2-benzazepin-5-one). The reactants are ClC1=C(C=CC=C1)C1=NCCC(C2=C1C=CC=C2)=O (1-(2-chlorophenyl)-3,4-dihydro-5H-2-benzazepin-5-one), COC(N(C)C)OC (dimethylformamide dimethyl acetal). Starting materials: C(C)(=O)OC(C(=O)OCC)C(CCC1=CC(=CC=C1)C)=O (2-Acetoxy-5-(3-methylphenyl)-3-oxopentanoic acid, ethyl ester), C(C)(=O)[O-].[NH4+] (ammonium acetate). Solvent: C(C)(=O)O (acetic acid). The product is CC=1OC(=C(N1)CCC1=CC(=CC=C1)C)C(=O)OCC (2-Methyl-4-[2-(3-methylphenyl)ethyl]-5-oxazolecarboxylic acid, ethyl ester). RXN SMILES: [C:1]([O:4][CH:5]([C:11](=O)[CH2:12][CH2:13][C:14]1[CH:19]=[CH:18][CH:17]=[C:16]([CH3:20])[CH:15]=1)[C:6]([O:8][CH2:9][CH3:10])=[O:7])(=O)[CH3:2].C([O-])(=O)C.[NH4+:26]>C(O)(=O)C>[CH3:2][C:1]1[O:4][C:5]([C:6]([O:8][CH2:9][CH3:10])=[O:7])=[C:11]([CH2:12][CH2:13][C:14]2[CH:19]=[CH:18][CH:17]=[C:16]([CH3:20])[CH:15]=2)[N:26]=1 |f:1.2|. Reported procedure: A mixture of the product from step (ii) (19.6 g) and ammonium acetate (25.8 g) in acetic acid (150 ml) was heated under reflux for 2 hours. The reaction mixture was evaporated to dryness and the residue partitioned between water and ethyl acetate. The organic phase was washed with aqueous sodium bicarbonate and water, dried (MgSO4) and evaporated under reduced pressure. The product was used without purification in the next step.